From a dataset of the Open Reaction Database (ORD), a public repository of structured organic reaction records. describe an organic reaction: reactants, conditions, products, and yield The reactants are [Al+3], CCOC(=O)c1cc2c(Br)c(Oc3ccc(OC)c(C(=O)c4ccc(F)cc4)c3)c(Br)cc2o1, CCS, [Cl-], [Cl-], [Cl-]. The product is CCOC(=O)c1cc2c(Br)c(Oc3ccc(O)c(C(=O)c4ccc(F)cc4)c3)c(Br)cc2o1. RXN SMILES: [Al+3:36].[Br:1][c:2]1[c:3]([O:17][c:18]2[cH:19][c:20]([C:26]([c:27]3[cH:28][cH:29][c:30]([F:33])[cH:31][cH:32]3)=[O:34])[c:21]([O:24][CH3:25])[cH:22][cH:23]2)[c:4]([Br:16])[cH:5][c:6]2[c:7]1[cH:8][c:9]([C:11](=[O:12])[O:13][CH2:14][CH3:15])[o:10]2.[CH2:39]([SH:40])[CH3:41].[Cl-:35].[Cl-:37].[Cl-:38]>>[Br:1][c:2]1[c:3]([O:17][c:18]2[cH:19][c:20]([C:26]([c:27]3[cH:28][cH:29][c:30]([F:33])[cH:31][cH:32]3)=[O:34])[c:21]([OH:24])[cH:22][cH:23]2)[c:4]([Br:16])[cH:5][c:6]2[c:7]1[cH:8][c:9]([C:11](=[O:12])[O:13][CH2:14][CH3:15])[o:10]2.